Dataset: the Open Reaction Database (ORD), a public repository of structured organic reaction records. Task: describe an organic reaction: reactants, conditions, products, and yield The reactants are C(C)(=O)[O-] (acetate), BrBr (bromine), ClC(CC(=C)C1=CC=CC=C1)(Cl)Cl (α-(2,2,2-trichloroethyl)styrene), BrBr (bromine). The reagents and catalysts are C(C)(=O)[O-].[Ag+] (Silver acetate). The solvent is C(Cl)(Cl)(Cl)Cl (carbon tetrachloride), C(Cl)(Cl)(Cl)Cl (carbon tetrachloride), C(Cl)(Cl)(Cl)Cl (carbon tetrachloride). Run at time 30 minute. Yields the product C(C)(=O)OC(C1=CC=CC=C1)(CC(Cl)(Cl)Cl)CBr (α-(bromomethyl)-α -(2,2,2-trichloroethyl)benzyl acetate). As a reaction SMILES: [Br:1]Br.[C:3]([O-:6])(=[O:5])[CH3:4].[Cl:7][C:8]([Cl:19])([Cl:18])[CH2:9][C:10]([C:12]1[CH:17]=[CH:16][CH:15]=[CH:14][CH:13]=1)=[CH2:11]>C(Cl)(Cl)(Cl)Cl.C([O-])(=O)C.[Ag+]>[C:3]([O:6][C:10]([CH2:11][Br:1])([CH2:9][C:8]([Cl:18])([Cl:19])[Cl:7])[C:12]1[CH:17]=[CH:16][CH:15]=[CH:14][CH:13]=1)(=[O:5])[CH3:4] |f:4.5|. Reported procedure: Silver acetate (17.0 grams; 0.10 mole) was mixed with 200 ml. of carbon tetrachloride and the mixture cooled in an aqueous alcohol bath to about -11° to -13°C. A solution of bromine (16.0 grams; 0.10 mole) in 100 ml. of carbon tetrachloride was added dropwise to the acetate solution while maintaining the reaction mixture temperature below about -11°C. Upon the completion of the bromine addition, the reaction mixture was stirred at temperatures below about -11°C. for about 30 minutes. Following t... Starting materials: Cl, O=C(O)c1cccc(-c2cccc3cc(C(=O)NC4CN5CCC4CC5)oc23)c1, CN(C)CCN. The product is Cl, CN(C)CCNC(=O)c1cccc(-c2cccc3cc(C(=O)NC4CN5CCC4CC5)oc23)c1. RXN SMILES: [ClH:1].[N:2]12[CH2:3][CH:4]([NH:10][C:11](=[O:12])[c:13]3[o:14][c:15]4[c:16]([cH:17]3)[cH:18][cH:19][cH:20][c:21]4-[c:22]3[cH:23][c:24]([C:25](=[O:26])[OH:27])[cH:28][cH:29][cH:30]3)[CH:5]([CH2:6][CH2:7]1)[CH2:8][CH2:9]2.[NH2:31][CH2:32][CH2:33][N:34]([CH3:35])[CH3:36]>>[ClH:1].[N:2]12[CH2:3][CH:4]([NH:10][C:11](=[O:12])[c:13]3[o:14][c:15]4[c:16]([cH:17]3)[cH:18][cH:19][cH:20][c:21]4-[c:22]3[cH:23][c:24]([C:25](=[O:27])[NH:31][CH2:32][CH2:33][N:34]([CH3:35])[CH3:36])[cH:28][cH:29][cH:30]3)[CH:5]([CH2:6][CH2:7]1)[CH2:8][CH2:9]2.